This data is from the Open Reaction Database (ORD), a public repository of structured organic reaction records. The task is: describe an organic reaction: reactants, conditions, products, and yield Reactants: Cl.NC1(C(NC(CC1)=O)=O)CCCCNC(OCC1=CC=CC=C1)=O (benzyl (4-(3-amino-2,6-dioxopiperidin-3-yl)butyl)carbamate hydrochloride), C1(C=2C(C(=O)O1)=CC=CC2)=O (phthalic anhydride), C(C)(=O)[O-].[Na+] (sodium acetate). Run in C(C)(=O)O (acetic acid). Reaction conditions: temperature 130 celsius, time 7 hour. Product: O=C1N(C(C2=CC=CC=C12)=O)C1(C(NC(CC1)=O)=O)CCCCNC(OCC1=CC=CC=C1)=O (benzyl (4-(3-(1,3-dioxoisoindolin-2-yl)-2,6-dioxopiperidin-3-yl)butyl)carbamate). As a reaction SMILES: Cl.[NH2:2][C:3]1([CH2:11][CH2:12][CH2:13][CH2:14][NH:15][C:16](=[O:25])[O:17][CH2:18][C:19]2[CH:24]=[CH:23][CH:22]=[CH:21][CH:20]=2)[CH2:8][CH2:7][C:6](=[O:9])[NH:5][C:4]1=[O:10].[C:26]1(=O)[O:31][C:29](=[O:30])[C:28]2=[CH:32][CH:33]=[CH:34][CH:35]=[C:27]12.C([O-])(=O)C.[Na+]>C(O)(=O)C>[O:30]=[C:29]1[C:28]2[C:27](=[CH:35][CH:34]=[CH:33][CH:32]=2)[C:26](=[O:31])[N:2]1[C:3]1([CH2:11][CH2:12][CH2:13][CH2:14][NH:15][C:16](=[O:25])[O:17][CH2:18][C:19]2[CH:20]=[CH:21][CH:22]=[CH:23][CH:24]=2)[CH2:8][CH2:7][C:6](=[O:9])[NH:5][C:4]1=[O:10] |f:0.1,3.4|. Procedure: To a suspension of 4 (0.12 g, 0.324 mmol), phthalic anhydride (0.060 g, 0.401 mmol), and sodium acetate (0.037 g, 0.434 mmol) was added acetic acid (1.5 mL) and the resulting mixture was stirred at 130° C. After 7 h, the mixture was quenched with sodium bicarbonate and extracted with DCM. The organic layer was dried over MgSO4 and concentrated. Purification by preparative HPLC afforded 12. Rf=0.32 (95:5 DCM:MeOH). 1H NMR (400 MHz, CDCl3) δ 8.05-7.64 (m, 5H), 7.44-7.27 (m, 4H), 5.16-5.00 (m, 2H),... The reactants are hydrochloride salt, N (NH3), ON=C(C1=CN=CC=C1)Cl (N-Hydroxynicotinimidoyl chloride), C(#C)C1=CC(=CC=C1)C(F)(F)F (1-ethynyl-3-(trifluoromethyl)benzene). Product: N1=CC(=CC=C1)C1=NOC(=C1)C1=CC(=CC=C1)C(F)(F)F (3-(Pyridin-3-yl)-5-(3-(trifluoromethyl)phenyl)isoxazole). As a reaction SMILES: [OH:1][N:2]=[C:3](Cl)[C:4]1[CH:9]=[CH:8][CH:7]=[N:6][CH:5]=1.[C:11]([C:13]1[CH:18]=[CH:17][CH:16]=[C:15]([C:19]([F:22])([F:21])[F:20])[CH:14]=1)#[CH:12].N>>[N:6]1[CH:7]=[CH:8][CH:9]=[C:4]([C:3]2[CH:12]=[C:11]([C:13]3[CH:18]=[CH:17][CH:16]=[C:15]([C:19]([F:20])([F:21])[F:22])[CH:14]=3)[O:1][N:2]=2)[CH:5]=1. Procedure details: The titled compound was prepared as the hydrochloride salt according to Method CB using the product of Example 1A (78 mg, 0.5 mmol) and 1-ethynyl-3-(trifluoromethyl)benzene (Aldrich, 85 mg, 0.5 mmol). 1H NMR (300 MHz, DMSO-d6) δ 7.64-7.76 (m, 1H), 7.81-7.96 (m, 2H), 7.98 (s, 1H), 8.20-8.30 (m, 2H), 8.41 (dt, J=8.1, 1.9 Hz, 1H), 8.79 (dd, J=4.8, 1.6 Hz, 1H), 9.17 (d, J=1.6 Hz, 1H) ppm; MS (DCI/NH3) m/z 291 (M+H)+. Reactants: Cl (hydrochloric acid), C[Mg]I (methylmagnesium iodide), O (water), ClC1=C(C=CC(=C1)Cl)C(C=O)CCCC (α-(2,4-dichlorophenyl) hexanal). Solvent: CCOCC (ether). Run at time 1 hour. Product: ClC1=C(C=CC(=C1)Cl)C(C(C)O)CCCC (3-(2,4-dichlorophenyl) heptan-2-ol). Yield: 75.9%. RXN SMILES: [CH3:1][Mg]I.[Cl:4][C:5]1[CH:10]=[C:9]([Cl:11])[CH:8]=[CH:7][C:6]=1[CH:12]([CH2:15][CH2:16][CH2:17][CH3:18])[CH:13]=[O:14].O.Cl>CCOCC>[Cl:4][C:5]1[CH:10]=[C:9]([Cl:11])[CH:8]=[CH:7][C:6]=1[CH:12]([CH2:15][CH2:16][CH2:17][CH3:18])[CH:13]([OH:14])[CH3:1]. Procedure details: To 14.3 g (0.088 mole) of methylmagnesium iodide in 75 ml of ether is slowly added at less than 10°, 14.5 g (0.059 mole) of the α-(2,4-dichlorophenyl) hexanal. When the addition is complete, the reaction is stirred for 1 hour then heated up to reflux for 2 hours. The reaction is cooled and poured into water. The mixture is acidified with hydrochloric acid and the oil which separates is extracted out with water. The ether solution is dried and concentrated to give 11.7 g (76%) of the crude produc... Starting materials: CCN=C=NCCCN(C)C, CCOC(C)=O, CN(C)c1ccncc1, Cl, Cl, O=C(O)c1ccc(F)c(F)c1Nc1ccc(I)cc1F, CN(C)C=O, CC(O)C1(O)CNC1. Yields the product CC(O)C1(O)CN(C(=O)c2ccc(F)c(F)c2Nc2ccc(I)cc2F)C1. Reaction SMILES: [CH3:22][N:23]([CH3:24])[CH2:25][CH2:26][CH2:27][N:28]=[C:29]=[N:30][CH2:31][CH3:32].[CH3:42][CH2:43][O:44][C:45](=[O:46])[CH3:47].[CH3:48][N:49]([CH3:50])[c:51]1[cH:52][cH:53][n:54][cH:55][cH:56]1.[ClH:21].[ClH:33].[F:1][c:2]1[c:3]([NH:12][c:13]2[c:14]([F:20])[cH:15][c:16]([I:19])[cH:17][cH:18]2)[c:4]([C:5](=[O:6])[OH:7])[cH:8][cH:9][c:10]1[F:11].[O:57]=[CH:58][N:59]([CH3:60])[CH3:61].[OH:34][CH:35]([CH3:36])[C:37]1([OH:41])[CH2:38][NH:39][CH2:40]1>>[F:1][c:2]1[c:3]([NH:12][c:13]2[c:14]([F:20])[cH:15][c:16]([I:19])[cH:17][cH:18]2)[c:4]([C:5](=[O:7])[N:39]2[CH2:38][C:37]([CH:35]([OH:34])[CH3:36])([OH:41])[CH2:40]2)[cH:8][cH:9][c:10]1[F:11].